Dataset: the Open Reaction Database (ORD), a public repository of structured organic reaction records. Task: describe an organic reaction: reactants, conditions, products, and yield Reactants: CSC1=NC=NC(=N1)C1=NC=CC=C1 (2-Methylsulfanyl-4-pyridin-2-yl-[1,3,5]triazine), O.NN (hydrazine hydrate). Solvent: C(C)O (ethanol). Yields the product N1=C(C=CC=C1)C1=NC(=NC=N1)NN ((4-Pyridin-2-yl-[1,3,5]triazin-2-yl)-hydrazine). As a reaction SMILES: CS[C:3]1[N:8]=[C:7]([C:9]2[CH:14]=[CH:13][CH:12]=[CH:11][N:10]=2)[N:6]=[CH:5][N:4]=1.O.[NH2:16][NH2:17]>C(O)C>[N:10]1[CH:11]=[CH:12][CH:13]=[CH:14][C:9]=1[C:7]1[N:6]=[CH:5][N:4]=[C:3]([NH:16][NH2:17])[N:8]=1 |f:1.2|. Procedure details: A stirred solution of the product of step 2 (0.763 g, 3.74 mmol) and hydrazine hydrate (0.22 mL, 3.9 mmol) in ethanol (8 mL) was heated at reflux for 30 minutes. The reaction was cooled in an ice bath and the precipitate was filtered off. Vacuum oven drying afforded crude product as light brown solid. This material was used without further purification in the next step. Starting materials: CN(C=O)C (dimethylformamide), C(C)OC(=O)C1CSC23C(=NCCC21)C=CC=C3 (1,2,3,4-tetrahydro-benzo[b]thieno[2,3-c]pyridine-3-carboxylic acid ethyl ester), COC1=CC=C(COC(=O)NC(C(=O)O)CC)C=C1 (p-methoxybenzyloxycarbonylaminobutyric acid), P(=O)(OCC)(OCC)C#N (diethyl cyanophosphate). Run in C(C)N(CC)CC (triethylamine), C(C)(=O)OCC (ethyl acetate). The product is C(C)OC(=O)C1C(SC23C(=NCCC21)C=CC=C3)C(CCCNC(=O)OC(C3=CC=C(C=C3)OC)=O)=O (2-[4-(p-methoxybenzoyl)oxycarbonylaminobutyroyl]-1,2,3,4-tetrahydro-benzo[b]thieno[2,3-c]pyridine-3-carboxylic acid ethyl ester). RXN SMILES: CN(C)[CH:3]=[O:4].[CH2:6]([O:8][C:9]([CH:11]1[CH:19]2[C:14]3([CH:23]=[CH:22][CH:21]=[CH:20][C:15]3=[N:16][CH2:17][CH2:18]2)[S:13][CH2:12]1)=[O:10])[CH3:7].[CH3:24][O:25][C:26]1[CH:42]=[CH:41][C:29]([CH2:30][O:31][C:32]([NH:34][CH:35]([CH2:39][CH3:40])C(O)=O)=[O:33])=[CH:28][CH:27]=1.P(C#N)(OCC)(OCC)=[O:44]>C(OCC)(=O)C.C(N(CC)CC)C>[CH2:6]([O:8][C:9]([CH:11]1[CH:19]2[C:14]3([CH:23]=[CH:22][CH:21]=[CH:20][C:15]3=[N:16][CH2:17][CH2:18]2)[S:13][CH:12]1[C:3](=[O:4])[CH2:40][CH2:39][CH2:35][NH:34][C:32]([O:31][C:30](=[O:44])[C:29]1[CH:28]=[CH:27][C:26]([O:25][CH3:24])=[CH:42][CH:41]=1)=[O:33])=[O:10])[CH3:7]. Reported procedure: 2-(4-Aminobutyroyl)-1,2,3,4-tetrahydro-benzo[b]thieno[2,3-c]pyridine-3-carboxylic acid ethyl ester was obtained by the following method. To 5 ml of dimethylformamide were added 392 mg of 1,2,3,4-tetrahydro-benzo[b]thieno[2,3-c]pyridine-3-carboxylic acid ethyl ester and 441 mg of p-methoxybenzyloxycarbonylaminobutyric acid and after further adding thereto 269 mg of diethyl cyanophosphate and 251 of triethylamine, the mixture was stirred for 2 hours at 50° C. After finishing the reaction, 100 ml o... The reactants are N(=[N+]=[N-])CC1CC=2C(=C3C=C(C(NC3=C(C2)C)=O)C)O1 (2-Azidomethyl-5,8-dimethyl-2,3,6,7-tetrahydrofuro[2,3-f]quinoline-7-one), Cl (hydrochloric acid), [H][H] (hydrogen). Reagents/catalysts: [Pd] (palladium-on-carbon). Run in O1CCCC1 (tetrahydrofuran). The product is NCC1CC=2C(=C3C=C(C(NC3=C(C2)C)=O)C)O1.Cl (2-Aminomethyl-5,8-dimethyl-2,3,6,7-tetrahydrofuro[2,3-f]quinoline-7-one·HCl). Isolated yield 73.4%. Reaction SMILES: [N:1]([CH2:4][CH:5]1[O:20][C:8]2=[C:9]3[C:14](=[C:15]([CH3:17])[CH:16]=[C:7]2[CH2:6]1)[NH:13][C:12](=[O:18])[C:11]([CH3:19])=[CH:10]3)=[N+]=[N-].[H][H].[ClH:23]>O1CCCC1.[Pd]>[NH2:1][CH2:4][CH:5]1[O:20][C:8]2=[C:9]3[C:14](=[C:15]([CH3:17])[CH:16]=[C:7]2[CH2:6]1)[NH:13][C:12](=[O:18])[C:11]([CH3:19])=[CH:10]3.[ClH:23] |f:5.6|. Procedure: 2-Azidomethyl-5,8-dimethyl-2,3,6,7-tetrahydrofuro[2,3-f]quinoline-7-one (2.76 g, 10.2 mmol) was dissolved in tetrahydrofuran (200 ml), to which 10% palladium-on-carbon (2.76 g) was added. The mixture was stirred at room temperature for 2 hours in the atmospher of hydrogen. The catalyst was filtered off, and the filtrate was condensed. The residue was converted to a hydrochloric acid salt, and then subjected to recrystallization (methanol-ether) to obtain 2.10 g of the title compound as yellow cr... Reactants: [Al+3], CON(C)C(=O)C(Cc1ccc(C(F)(F)F)cc1)N(Cc1ccccc1)Cc1ccccc1, C1CCOC1, [H-], [H-], [H-], [H-], [Li+]. The product is O=CC(Cc1ccc(C(F)(F)F)cc1)N(Cc1ccccc1)Cc1ccccc1. As a reaction SMILES: [Al+3:35].[CH2:1]([c:2]1[cH:3][cH:4][cH:5][cH:6][cH:7]1)[N:8]([CH:9]([C:10](=[O:11])[N:12]([O:13][CH3:14])[CH3:15])[CH2:16][c:17]1[cH:18][cH:19][c:20]([C:23]([F:24])([F:25])[F:26])[cH:21][cH:22]1)[CH2:27][c:28]1[cH:29][cH:30][cH:31][cH:32][cH:33]1.[CH2:40]1[O:41][CH2:42][CH2:43][CH2:44]1.[H-:34].[H-:37].[H-:38].[H-:39].[Li+:36]>>[CH2:1]([c:2]1[cH:3][cH:4][cH:5][cH:6][cH:7]1)[N:8]([CH:9]([CH:10]=[O:11])[CH2:16][c:17]1[cH:18][cH:19][c:20]([C:23]([F:24])([F:25])[F:26])[cH:21][cH:22]1)[CH2:27][c:28]1[cH:29][cH:30][cH:31][cH:32][cH:33]1.